From a dataset of the Open Reaction Database (ORD), a public repository of structured organic reaction records. describe an organic reaction: reactants, conditions, products, and yield Reactants: FC=1C=C(C(=O)NC2=CC=C(C3=CC=CC=C23)OC2=NC(=NC=C2)S(=O)(=O)C)C=C(C1)N1CCCCC1 (3-fluoro-N-[4-(2-methanesulfonyl-pyrimidin-4-yloxy)-naphthalen-1-yl]-5-piperidin-1-yl-benzamide), O1C(CCC1)CN (C-(tetrahydrofuran-2-yl)-methylamine). Product: FC=1C=C(C(=O)NC2=CC=C(C3=CC=CC=C23)OC2=NC(=NC=C2)NCC2OCCC2)C=C(C1)N1CCCCC1 (3-Fluoro-5-piperidin-1-yl-N-[4-({2-[(tetrahydrofuran-2-ylmethyl)amino]pyrimidin-4-yl}oxy)-1-naphthyl]benzamide). As a reaction SMILES: [F:1][C:2]1[CH:3]=[C:4]([CH:29]=[C:30]([N:32]2[CH2:37][CH2:36][CH2:35][CH2:34][CH2:33]2)[CH:31]=1)[C:5]([NH:7][C:8]1[C:17]2[C:12](=[CH:13][CH:14]=[CH:15][CH:16]=2)[C:11]([O:18][C:19]2[CH:24]=[CH:23][N:22]=[C:21](S(C)(=O)=O)[N:20]=2)=[CH:10][CH:9]=1)=[O:6].[O:38]1[CH2:42][CH2:41][CH2:40][CH:39]1[CH2:43][NH2:44]>>[F:1][C:2]1[CH:3]=[C:4]([CH:29]=[C:30]([N:32]2[CH2:37][CH2:36][CH2:35][CH2:34][CH2:33]2)[CH:31]=1)[C:5]([NH:7][C:8]1[C:17]2[C:12](=[CH:13][CH:14]=[CH:15][CH:16]=2)[C:11]([O:18][C:19]2[CH:24]=[CH:23][N:22]=[C:21]([NH:44][CH2:43][CH:39]3[CH2:40][CH2:41][CH2:42][O:38]3)[N:20]=2)=[CH:10][CH:9]=1)=[O:6]. Procedure: Compound is prepared from 3-fluoro-N-[4-(2-methanesulfonyl-pyrimidin-4-yloxy)-naphthalen-1-yl]-5-piperidin-1-yl-benzamide and C-(tetrahydrofuran-2-yl)-methylamine according to conditions described in general procedure C. The reactants are B, O=C(CBr)C1(c2ccc(Cl)cc2)CCC1, CSC, COc1ccccc1C1(C(=O)CCl)CCC1. Product: COc1ccccc1C1(C(O)CCl)CCC1. RXN SMILES: [BH3:35].[Br:1][CH2:2][C:3]([C:4]1([c:5]2[cH:6][cH:7][c:8]([Cl:9])[cH:10][cH:11]2)[CH2:12][CH2:13][CH2:14]1)=[O:15].[CH3:32][S:33][CH3:34].[Cl:16][CH2:17][C:18](=[O:19])[C:20]1([c:24]2[c:25]([O:30][CH3:31])[cH:26][cH:27][cH:28][cH:29]2)[CH2:21][CH2:22][CH2:23]1>>[Cl:16][CH2:17][CH:18]([OH:19])[C:20]1([c:24]2[c:25]([O:30][CH3:31])[cH:26][cH:27][cH:28][cH:29]2)[CH2:21][CH2:22][CH2:23]1. Starting materials: C1(CC1)C=1C=CC(=C(C#N)C1)NC1=C(C=CC(=C1)F)[N+](=O)[O-] (5-cyclopropyl-2-(5-fluoro-2-nitro-phenylamino)-benzonitrile), [Sn](Cl)Cl (tin (II) chloride). Solvent: C(C)O (ethanol), Cl (hydrochloric acid), Cl (hydrochloric acid). Product: Cl.C1(CC1)C1=CC2=C(NC3=C(N=C2N)C=CC(=C3)F)C=C1 (2-Cyclopropyl-7-fluoro-5H-dibenzo[b,e][1,4]diazepin-11-ylamine hydrochloride). Yield: 60.7%. Reaction SMILES: [CH:1]1([C:4]2[CH:5]=[CH:6][C:7]([NH:12][C:13]3[CH:18]=[C:17]([F:19])[CH:16]=[CH:15][C:14]=3[N+:20]([O-])=O)=[C:8]([CH:11]=2)[C:9]#[N:10])[CH2:3][CH2:2]1.[Sn](Cl)[Cl:24]>C(O)C.Cl>[ClH:24].[CH:1]1([C:4]2[CH:5]=[CH:6][C:7]3[NH:12][C:13]4[CH:18]=[C:17]([F:19])[CH:16]=[CH:15][C:14]=4[N:20]=[C:9]([NH2:10])[C:8]=3[CH:11]=2)[CH2:3][CH2:2]1 |f:4.5|. Procedure: Heat a solution of 5-cyclopropyl-2-(5-fluoro-2-nitro-phenylamino)-benzonitrile (0.447 g, 1.50 mmol) in ethanol (7 ml) to 60° C. Add a solution of tin (II) chloride (0.855 g, 4.51 mmol) in 5.0 N hydrochloric acid (7 ml) and heat the resulting mixture to reflux for 16 hours. Cool the reaction to room temperature, add 25 ml of 5.0 N hydrochloric acid and place the mixture in a freezer for 16 hours. Collect by filtration the precipitated product from the solution. Wash solid with 5.0 N hydrochloric ... Starting materials: Cl.NC=1C=C(C=CC1)C(NC(C(C)C1=CC=CC=C1)=O)C1=CC=C(C=C1)OC (N-[(3-aminophenyl)-(4-methoxyphenyl)methyl]-2-phenylpropionamide hydrochloride), COC=1C(C(C1OC)=O)=O (3,4-dimethoxy-3-cyclobutene-1,2-dione). The product is COC1=C(C(C1=O)=O)NC=1C=C(C=CC1)C(NC(C(C)C1=CC=CC=C1)=O)C1=CC=C(C=C1)OC (N-{[3-(2-Methoxy-3,4-dioxocyclobut-1-enylamino)phenyl]-(4-methoxyphenyl)methyl}-2-phenylpropionamide). Isolated yield 64.6%. RXN SMILES: Cl.[NH2:2][C:3]1[CH:4]=[C:5]([CH:9]([C:21]2[CH:26]=[CH:25][C:24]([O:27][CH3:28])=[CH:23][CH:22]=2)[NH:10][C:11](=[O:20])[CH:12]([C:14]2[CH:19]=[CH:18][CH:17]=[CH:16][CH:15]=2)[CH3:13])[CH:6]=[CH:7][CH:8]=1.[CH3:29][O:30][C:31]1[C:32](=O)[C:33](=[O:37])[C:34]=1[O:35]C>>[CH3:29][O:30][C:31]1[C:34](=[O:35])[C:33](=[O:37])[C:32]=1[NH:2][C:3]1[CH:4]=[C:5]([CH:9]([C:21]2[CH:22]=[CH:23][C:24]([O:27][CH3:28])=[CH:25][CH:26]=2)[NH:10][C:11](=[O:20])[CH:12]([C:14]2[CH:19]=[CH:18][CH:17]=[CH:16][CH:15]=2)[CH3:13])[CH:6]=[CH:7][CH:8]=1 |f:0.1|. Procedure details: In a similar manner to that described in Example (46e) N-[(3-aminophenyl)-(4-methoxyphenyl)methyl]-2-phenylpropionamide hydrochloride (555 mg) [prepared as described in step (b) above] and 3,4-dimethoxy-3-cyclobutene-1,2-dione (398 mg) were reacted, to afford the title compound (425 mg) as a yellow solid. Reactants: CC(C)(C)P(C(C)(C)C)C(C)(C)C, Brc1cncc(N2CCN(Cc3ccccc3)CC2)c1, CC(C)c1ccc(S(N)(=O)=O)cc1, FC(F)(F)c1ccccc1, [H-], [Na+], O=C(C=Cc1ccccc1)C=Cc1ccccc1, O=C(C=Cc1ccccc1)C=Cc1ccccc1, O=C(C=Cc1ccccc1)C=Cc1ccccc1, [Pd], [Pd]. The product is CC(C)c1ccc(S(=O)(=O)Nc2cncc(N3CCN(Cc4ccccc4)CC3)c2)cc1. RXN SMILES: [C:21]([P:22]([C:23]([CH3:24])([CH3:25])[CH3:26])[C:27]([CH3:28])([CH3:29])[CH3:30])([CH3:31])([CH3:32])[CH3:33].[CH2:1]([c:2]1[cH:3][cH:4][cH:5][cH:6][cH:7]1)[N:8]1[CH2:9][CH2:10][N:11]([c:14]2[cH:15][n:16][cH:17][c:18]([Br:20])[cH:19]2)[CH2:12][CH2:13]1.[CH:34]([CH3:35])([CH3:36])[c:37]1[cH:38][cH:39][c:40]([S:43](=[O:44])(=[O:45])[NH2:46])[cH:41][cH:42]1.[F:49][C:50]([c:51]1[cH:52][cH:53][cH:54][cH:55][cH:56]1)([F:57])[F:58].[H-:47].[Na+:48].[O:61]=[C:62]([CH:63]=[CH:64][c:65]1[cH:66][cH:67][cH:68][cH:69][cH:70]1)[CH:71]=[CH:72][c:73]1[cH:74][cH:75][cH:76][cH:77][cH:78]1.[O:79]=[C:80]([CH:81]=[CH:82][c:83]1[cH:84][cH:85][cH:86][cH:87][cH:88]1)[CH:89]=[CH:90][c:91]1[cH:92][cH:93][cH:94][cH:95][cH:96]1.[O:97]=[C:98]([CH:99]=[CH:100][c:101]1[cH:102][cH:103][cH:104][cH:105][cH:106]1)[CH:107]=[CH:108][c:109]1[cH:110][cH:111][cH:112][cH:113][cH:114]1.[Pd:59].[Pd:60]>>[CH2:1]([c:2]1[cH:3][cH:4][cH:5][cH:6][cH:7]1)[N:8]1[CH2:9][CH2:10][N:11]([c:14]2[cH:15][n:16][cH:17][c:18]([NH:46][S:43]([c:40]3[cH:39][cH:38][c:37]([CH:34]([CH3:35])[CH3:36])[cH:42][cH:41]3)(=[O:44])=[O:45])[cH:19]2)[CH2:12][CH2:13]1. The reactants are COC(C1=CC(=CC=C1)NC(CN1C(N(C2=C(C(=N1)C1CCCCC1)C=CC=C2)CC(C(C)(C)C)=O)=O)=O)=O (3-{2-[5-Cyclohexyl-1-(3,3-dimethyl-2-oxo-butyl)-2-oxo-1,2-dihydro-3H-1,3,4-benzotriazepin-3-yl]-acetylamino}-benzoic acid methyl ester), C1(CCCCC1)C1=NN(C(N(C2=C1C=CC=C2)CC(=O)C2CCCC2)=O)CC(=O)O ([5-cyclohexyl-1-(2-cyclopentyl-2-oxo-ethyl)-2-oxo-1,2-dihydro-3H-1,3,4-benzotriazepin-3-yl]-acetic acid), C(C)OC(CN1C=CC2=CC=C(C=C12)N)=O ((6-amino-indol-1-yl)-acetic acid ethyl ester), C1(CCCCC1)C1=NN(C(N(C2=C1C=CC=C2)CC(C(C)(C)C)=O)=O)CC(=O)O ([5-cyclohexyl-1-(3,3-dimethyl-2-oxo-butyl)-2-oxo-1,2-dihydro-3H-1,3,4-benzotriazepin-3-yl]-acetic acid), COC(C1=CC(=CC=C1)N)=O (3-amino-benzoic acid methyl ester). Yields the product C(C)OC(CN1C(N(C2=C(C(=N1)C1CCCCC1)C=CC=C2)CC(C(C)(C)C)=O)=O)=O ([5-cyclohexyl-1-(3,3-dimethyl-2-oxo-butyl)-2-oxo-1,2-dihydro-3H-1,3,4-benzotriazepin-3-yl]-acetic acid ethyl ester). Reaction SMILES: COC(=O)C1C=CC=C(N[C:11](=[O:38])[CH2:12][N:13]2[N:19]=[C:18]([CH:20]3[CH2:25][CH2:24][CH2:23][CH2:22][CH2:21]3)[C:17]3[CH:26]=[CH:27][CH:28]=[CH:29][C:16]=3[N:15]([CH2:30][C:31](=[O:36])[C:32]([CH3:35])([CH3:34])[CH3:33])[C:14]2=[O:37])C=1.C1(C2C3C=CC=CC=3N([CH2:57][C:58](C3CCCC3)=[O:59])C(=O)N(CC(O)=O)N=2)CCCCC1.C(OC(=O)CN1C2C(=CC=C(N)C=2)C=C1)C.C1(C2C3C=CC=CC=3N(CC(=O)C(C)(C)C)C(=O)N(CC(O)=O)N=2)CCCCC1.COC(=O)C1C=CC=C(N)C=1>>[CH2:58]([O:59][C:11](=[O:38])[CH2:12][N:13]1[N:19]=[C:18]([CH:20]2[CH2:21][CH2:22][CH2:23][CH2:24][CH2:25]2)[C:17]2[CH:26]=[CH:27][CH:28]=[CH:29][C:16]=2[N:15]([CH2:30][C:31](=[O:36])[C:32]([CH3:34])([CH3:33])[CH3:35])[C:14]1=[O:37])[CH3:57]. Procedure details: The title compound was obtained by the method used in the preparation of 3-{2-[5-cyclohexyl-1-(3,3-dimethyl-2-oxo-butyl)-2-oxo-1,2-dihydro-3H-1,3,4-benzotriazepin-3-yl]-acetylamino}-benzoic acid methyl ester (Example 1), except that [5-cyclohexyl-1-(2-cyclopentyl-2-oxo-ethyl)-2-oxo-1,2-dihydro-3H-1,3,4-benzotriazepin-3-yl]-acetic acid (Example 22, step a) and (6-amino-indol-1-yl)-acetic acid ethyl ester were used in place of [5-cyclohexyl-1-(3,3-dimethyl-2-oxo-butyl)-2-oxo-1,2-dihydro-3H-1,3,4-b... Solvent: O (water). The reactants are C1CNCCNCCNCCN1.Cl.Cl.Cl.Cl (cyclen tetrahydrochloride), C1N2C3C4N(C2=O)CN5C6C7N(C5=O)CN8C9C2N(C8=O)CN5C8C%10N(C5=O)CN5C%11C%12N(C5=O)CN5C%13C%14N(C5=O)CN5C%15C%16N(C5=O)CN5C%17C(N1C5=O)N1CN3C(=O)N4CN6C(=O)N7CN9C(=O)N2CN8C(=O)N%10CN%11C(=O)N%12CN%13C(=O)N%14CN%15C(=O)N%16CN%17C1=O (cucurbit[8]uril). Procedure: 120.0 mg of cyclen tetrahydrochloride (1,4,7,10-tetraazacyclodecane tetrahydrochloride) and 100.0 mg of cucurbit[8]uril were dissolved in water. Heating followed by slow cooling of the solution produced an inclusion complex in which a cyclen molecule was encapsulated in the cavity of cucurbit[8]uril as a colorless crystalline material. As a reaction SMILES: [CH2:1]1[NH:12][CH2:11][CH2:10][NH:9][CH2:8][CH2:7][NH:6][CH2:5][CH2:4][NH:3][CH2:2]1.Cl.Cl.Cl.Cl.C1N2C(=O)N3C4N5C(=O)N(CN6C(N7CN8C(N9CN%10C(N%11CN%12C(N%13CN%14C(N%15CN%16C(N%17CN%18C(N(C5)C5N(C3)C(=O)N(C5%18)CN3C(=O)N(C%16C3%17)CN3C(=O)N(C%14C3%15)CN3C(=O)N(C%12C3%13)CN3C(=O)N(C%10C3%11)CN3C(=O)N(C8C39)CN3C(=O)N1C6C37)=O)=O)=O)=O)=O)=O)=O)C42>O>[NH:3]1[CH2:4][CH2:5][NH:6][CH2:7][CH2:8][NH:9][CH2:10][CH2:11][NH:12][CH2:1][CH2:2]1 |f:0.1.2.3.4|. The product is N1CCNCCNCCNCC1 (cyclen).